The task is: describe an organic reaction: reactants, conditions, products, and yield. This data is from the Open Reaction Database (ORD), a public repository of structured organic reaction records. Run at temperature 70 celsius, time 1 hour. Reported procedure: Under nitrogen atmosphere, to a solution of methyl 9-chloro-1-(4-methoxy-2-methylphenyl)-1,2,3,4-tetrahydropyrimido[1,2-a]benzimidazole-6-carboxylate (0.10 g, 0.26 mmol) in tetrahydrofuran (1.3 mL) was added cyclopropyl magnesium bromide (1M solution in tetrahydrofuran, 1.3 mL, 1.30 mmol) at room temperature, and the mixture was stirred at 70° C. for 1 h. The reaction mixture was quenched by aqueous saturated ammonium chloride, and the mixture was extracted with ethyl acetate. The combined organ... Product: ClC1=CC=C(C=2N3C(=NC21)N(CCC3)C3=C(C=C(C=C3)OC)C)C(O)(C3CC3)C3CC3 ([9-Chloro-1-(4-methoxy-2-methylphenyl)-1,2,3,4-tetrahydropyrimido[1,2-a]benzimidazol-6-yl](dicyclopropyl)methanol). Yield: 44.0%. As a reaction SMILES: [Cl:1][C:2]1[CH:3]=[CH:4][C:5]([C:24](OC)=[O:25])=[C:6]2[C:10]=1[N:9]=[C:8]1[N:11]([C:15]3[CH:20]=[CH:19][C:18]([O:21][CH3:22])=[CH:17][C:16]=3[CH3:23])[CH2:12][CH2:13][CH2:14][N:7]21.[CH:28]1([Mg]Br)[CH2:30][CH2:29]1.O1[CH2:37][CH2:36][CH2:35]C1>>[Cl:1][C:2]1[C:10]2[N:9]=[C:8]3[N:11]([C:15]4[CH:20]=[CH:19][C:18]([O:21][CH3:22])=[CH:17][C:16]=4[CH3:23])[CH2:12][CH2:13][CH2:14][N:7]3[C:6]=2[C:5]([C:24]([CH:35]2[CH2:36][CH2:37]2)([CH:28]2[CH2:30][CH2:29]2)[OH:25])=[CH:4][CH:3]=1. The reactants are ClC=1C=CC(=C2N3C(=NC21)N(CCC3)C3=C(C=C(C=C3)OC)C)C(=O)OC (methyl 9-chloro-1-(4-methoxy-2-methylphenyl)-1,2,3,4-tetrahydropyrimido[1,2-a]benzimidazole-6-carboxylate), C1(CC1)[Mg]Br (cyclopropyl magnesium bromide), O1CCCC1 (tetrahydrofuran).